From a dataset of the Open Reaction Database (ORD), a public repository of structured organic reaction records. describe an organic reaction: reactants, conditions, products, and yield Reactants: ClC1=C2C(C(=O)OC2=O)=C(C(=C1Cl)Cl)Cl (3,4,5,6-Tetrachlorophthalic anhydride), [OH-].[NH4+] (ammonium hydroxide). The product is ClC1=C2C(C(=O)NC2=O)=C(C(=C1Cl)Cl)Cl (3,4,5,6-tetrachlorophthalimide). Reaction SMILES: [Cl:1][C:2]1[C:12]([Cl:13])=[C:11]([Cl:14])[C:10]([Cl:15])=[C:4]2[C:5]([O:7][C:8](=O)[C:3]=12)=[O:6].[OH-].[NH4+:17]>>[Cl:1][C:2]1[C:12]([Cl:13])=[C:11]([Cl:14])[C:10]([Cl:15])=[C:4]2[C:5]([NH:17][C:8](=[O:7])[C:3]=12)=[O:6] |f:1.2|. Reported procedure: 3,4,5,6-Tetrachlorophthalic anhydride (0.30 mole) is charged into a glass reaction vessel. Concentrated ammonium hydroxide (280 ml) is incrementally added at room temperature with stirring. After the addition is completed the reaction slurry is heated with stirring for a period sufficient to evaporate most of the water present in the reaction mixture. The remaining solid is then dried in a forced air oven and is recrystallized. The recrystallized product is washed with acetone, filtered and drie... The reactants are COc1ccc(N(CCN2CCC(C(=O)c3ccc(F)cc3)CC2)C(=O)c2ccc(NC(C)=O)cc2)cc1, C1CCOC1, CI, [Cl-], [H-], [NH4+], [Na+]. Yields the product CCC(=O)Nc1ccc(C(=O)N(CCN2CCC(C(=O)c3ccc(F)cc3)CC2)c2ccc(OC)cc2)cc1. RXN SMILES: [C:1]([CH3:2])(=[O:3])[NH:4][c:5]1[cH:6][cH:7][c:8]([C:9](=[O:10])[N:11]([c:12]2[cH:13][cH:14][c:15]([O:18][CH3:19])[cH:16][cH:17]2)[CH2:20][CH2:21][N:22]2[CH2:23][CH2:24][CH:25]([C:28]([c:29]3[cH:30][cH:31][c:32]([F:35])[cH:33][cH:34]3)=[O:36])[CH2:26][CH2:27]2)[cH:37][cH:38]1.[CH2:45]1[O:46][CH2:47][CH2:48][CH2:49]1.[CH3:41][I:42].[Cl-:43].[H-:39].[NH4+:44].[Na+:40]>>[C:1]([CH2:2][CH3:41])(=[O:3])[NH:4][c:5]1[cH:6][cH:7][c:8]([C:9](=[O:10])[N:11]([c:12]2[cH:13][cH:14][c:15]([O:18][CH3:19])[cH:16][cH:17]2)[CH2:20][CH2:21][N:22]2[CH2:23][CH2:24][CH:25]([C:28]([c:29]3[cH:30][cH:31][c:32]([F:35])[cH:33][cH:34]3)=[O:36])[CH2:26][CH2:27]2)[cH:37][cH:38]1. Starting materials: [NH4+].N(=[N+]=[N-])[C@@H]1CO[C@@H]([C@H](C1)O)COP(=O)(O)O (1,5-Anhydro-2-azido-2,3-dideoxy-6-O-phospono-D-arabino-hexitol ammonium salt), N(=[N+]=[N-])[C@@H]1CO[C@@H]([C@H]([C@H]1O)O)CO (1,5-anhydro-2-azido-2-deoxy-D-altritol). Product: [NH4+].[NH4+].N(=[N+]=[N-])[C@@H]1CO[C@@H]([C@H]([C@H]1O)O)COP(=O)(O)O (1,5-anhydro-2-azido-2-deoxy-6-O-phosphono-D-altritol diammonium salt). Reaction SMILES: [NH4+].[N:2]([C@H:5]1[CH2:10][C@H:9]([OH:11])[C@@H:8]([CH2:12][O:13][P:14]([OH:17])([OH:16])=[O:15])[O:7][CH2:6]1)=[N+:3]=[N-:4].[N:18]([C@H]1[C@H](O)[C@H](O)[C@@H](CO)[O:23]C1)=[N+]=[N-]>>[NH4+:2].[NH4+:18].[N:2]([C@H:5]1[C@H:10]([OH:23])[C@H:9]([OH:11])[C@@H:8]([CH2:12][O:13][P:14]([OH:17])([OH:16])=[O:15])[O:7][CH2:6]1)=[N+:3]=[N-:4] |f:0.1,3.4.5|. Procedure: Phosphate 12 is prepared similarly to phosphate 5 starting from azide 11 (0.503 g, 2.66 mmol). Coarse purification by column chromatography and silica gel (0.35% ammonia (20% aqueous solution in i-PrOH) pale yellow oil 12 (0.353 g, 46%). Rf 0.4 (i-PrOH/25%-NH4OHaq/H2O 6/4/1). This product is used without further purification.